Dataset: the Open Reaction Database (ORD), a public repository of structured organic reaction records. Task: describe an organic reaction: reactants, conditions, products, and yield The reactants are C(C)(C)(C)OC(C[C@@H](C1=CN=C2OCC(NC2=C1)=O)N([C@H](C)C1=CC=CC=C1)CC1=CC=CC=C1)=O (3(S)-[Benzyl-(1(R)-phenylethyl)-amino]-3-(2-oxo-2,3-dihydro-1H-4-oxa-1,5-diaza-naphthalen-7-yl)-propionic acid tert-butyl ester). Run in CCO.O.CC(=O)O (EtOH H2O AcOH). Conditions: time 18 hour. Yields the product C(C)(C)(C)OC(C[C@@H](C1=CN=C2OCC(NC2=C1)=O)N)=O (3(S)-Amino-3-(2-oxo-2,3-dihydro-1H-4-oxa-1,5-diaza-naphthalen-7-yl)-propionic acid tert-butyl ester). As a reaction SMILES: [C:1]([O:5][C:6](=[O:36])[CH2:7][C@H:8]([N:20](CC1C=CC=CC=1)[C@@H](C1C=CC=CC=1)C)[C:9]1[CH:18]=[C:17]2[C:12]([O:13][CH2:14][C:15](=[O:19])[NH:16]2)=[N:11][CH:10]=1)([CH3:4])([CH3:3])[CH3:2]>CCO.O.CC(O)=O>[C:1]([O:5][C:6](=[O:36])[CH2:7][C@H:8]([NH2:20])[C:9]1[CH:18]=[C:17]2[C:12]([O:13][CH2:14][C:15](=[O:19])[NH:16]2)=[N:11][CH:10]=1)([CH3:4])([CH3:2])[CH3:3] |f:1.2.3|. Reported procedure: A mixture of the dibenzylamine 20-6 (0.22 g, 0.44 mmol) in EtOH/H2O/AcOH (26 mL/3 mL/1.0 mL) was degassed with argon and treated with Pd(OH)2 (100 mg). The mixture was placed under 1 atm of H2. After stirring for 18 h, the mixture was diluted with EtOAc and filtered through celite. The filtrate was concentrated and the residue purified by flash chromatography (20% 20:1:1 EtOH/NH4OH/H2O—80% EtOAc) to give the tert-butyl ester 20-7 as a white solid. Reactants: CC1=C(C=C(C(=C1)[N+](=O)[O-])C)C=1NC=CN1 (2-(2,5-dimethyl-4-nitrophenyl)-1H-imidazole), [H-].[Na+] (NaH), IC (iodomethane). Run in CN(C)C=O (DMF). Run at time 15 minute. Product: CC1=C(N)C=C(C(=C1)C=1N(C=CN1)C)C (2,5-dimethyl-4-(1-methyl-1H-imidazol-2-yl)aniline). As a reaction SMILES: [CH3:1][C:2]1[CH:7]=[C:6]([N+:8]([O-])=O)[C:5]([CH3:11])=[CH:4][C:3]=1[C:12]1[NH:13][CH:14]=[CH:15][N:16]=1.[H-].[Na+].I[CH3:20]>CN(C=O)C>[CH3:11][C:5]1[CH:4]=[C:3]([C:12]2[N:13]([CH3:20])[CH:14]=[CH:15][N:16]=2)[C:2]([CH3:1])=[CH:7][C:6]=1[NH2:8] |f:1.2|. Procedure: To a solution of 2-(2,5-dimethyl-4-nitrophenyl)-1H-imidazole (50 mg, 0.23 mmol) in DMF (2 mL) was added NaH (11 mg, 0.46 mmol) at 0° C. After stirring for 15 min, iodomethane (65 mg, 0.46 mmol) was added dropwise. The mixture was stirred at 0° C. for 1 hr, and quenched by adding saturated ammonium chloride aqueous solution. The mixture was extracted with ethyl acetate (3×15 mL). The organic layer was washed with brine and dried over sodium sulfate. After concentration, the residue was dissolved ... The reactants are ClC1=C(C=CC(=C1)Cl)[N+](=O)[O-] (2,4-dichloronitrobenzene), [K] (potassium), O.C(C=1C(O)=CC=CC1)=O (salicylaldehyde, monohydrate). Reaction conditions: temperature 170 celsius, time 1.5 hour. The product is ClC=1C=CC(=C(OC2=C(C=O)C=CC=C2)C1)[N+](=O)[O-] (2-(5-chloro-2-nitrophenoxy)benzaldehyde). Reaction SMILES: Cl[C:2]1[CH:7]=[C:6]([Cl:8])[CH:5]=[CH:4][C:3]=1[N+:9]([O-:11])=[O:10].[K].O.[CH:14](=[O:22])[C:15]1[C:16](=[CH:18][CH:19]=[CH:20][CH:21]=1)[OH:17]>>[Cl:8][C:6]1[CH:5]=[CH:4][C:3]([N+:9]([O-:11])=[O:10])=[C:2]([CH:7]=1)[O:17][C:16]1[CH:18]=[CH:19][CH:20]=[CH:21][C:15]=1[CH:14]=[O:22] |f:2.3,^1:11|. Procedure details: The 2-(5-chloro-2-nitrophenoxy)benzaldehyde was prepared as follows: To 16.2 g of 2,4-dichloronitrobenzene stirred at 170° was added 7.1 g of the potassium salt of salicylaldehyde, monohydrate, in portions over 1.5 hours. The mixture was stirred at 170° C. for two hours, triturated with 150 ml of CH2Cl2 and filtered. The filtrate was evaporated to a red oil and the excess dichloronitrobenzene was removed by steam distillation to leave the product.